From a dataset of the Open Reaction Database (ORD), a public repository of structured organic reaction records. describe an organic reaction: reactants, conditions, products, and yield Reactants: CC(=O)O, ClI, Nc1ccc([N+](=O)[O-])cc1, O. The product is Nc1ccc([N+](=O)[O-])cc1I. As a reaction SMILES: [CH3:14][C:15](=[O:16])[OH:17].[I:1][Cl:2].[N+:3](=[O:4])([O-:5])[c:6]1[cH:7][cH:8][c:9]([NH2:10])[cH:11][cH:12]1.[OH2:13]>>[I:1][c:11]1[c:9]([NH2:10])[cH:8][cH:7][c:6]([N+:3](=[O:4])[O-:5])[cH:12]1. Solvent: CN(C=O)C (dimethylformamide). As a reaction SMILES: [NH2:1][C:2]1[C:7]([N:8]2[CH2:13][CH2:12][O:11][CH2:10][CH2:9]2)=[N:6][C:5](Br)=[CH:4][N:3]=1.[NH:15]1[CH2:20][CH2:19][O:18][CH2:17][CH2:16]1>CN(C)C=O>[NH2:1][C:2]1[C:7]([N:8]2[CH2:13][CH2:12][O:11][CH2:10][CH2:9]2)=[N:6][C:5]([N:15]2[CH2:20][CH2:19][O:18][CH2:17][CH2:16]2)=[CH:4][N:3]=1. Starting materials: NC1=NC=C(N=C1N1CCOCC1)Br (2-amino-3-morpholino-5-bromopyrazine), N1CCOCC1 (morpholine). Reported procedure: A mixture of the above-obtained 2-amino-3-morpholino-5-bromopyrazine (0.04 mmole), morpholine (0.07 mmole) and 50 ml. of dimethylformamide are heated at 100°-140° C. for about 3 to 5 days in an atmosphere of nitrogen. The reaction mixture is cooled and evaporated to dryness at a water bath temperature of 55° C. A chloroform solution of the residue is extracted twice with 0.1 M sodium hydroxide, dried over magnesium sulfate and evaporated to leave 2-amino-3,5-dimorpholinopyrazine. The product is NC1=NC=C(N=C1N1CCOCC1)N1CCOCC1 (2-amino-3,5-dimorpholinopyrazine). The reactants are O=C(O)c1ccc(Br)c(Cl)c1, Cc1ccc(N2CCNCC2)c(C)c1. Yields the product Cc1ccc(N2CCN(C(=O)c3ccc(Br)c(Cl)c3)CC2)c(C)c1. As a reaction SMILES: [Br:1][c:2]1[c:3]([Cl:11])[cH:4][c:5]([C:6](=[O:7])[OH:8])[cH:9][cH:10]1.[CH3:12][c:13]1[c:14]([N:20]2[CH2:21][CH2:22][NH:23][CH2:24][CH2:25]2)[cH:15][cH:16][c:17]([CH3:19])[cH:18]1>>[Br:1][c:2]1[c:3]([Cl:11])[cH:4][c:5]([C:6](=[O:8])[N:23]2[CH2:22][CH2:21][N:20]([c:14]3[c:13]([CH3:12])[cH:18][c:17]([CH3:19])[cH:16][cH:15]3)[CH2:25][CH2:24]2)[cH:9][cH:10]1. Reaction conditions: temperature 23 celsius, time 8 hour. Procedure: A mixture of ethyl 2-(4-((dimethylamino)methyl)phenyl)-3-(4-isopropylphenyl)-4-oxo-1,2,3,4-tetrahydroquinoline-5-carboxylate (210 mg) in 85% hydrazine monohydrate (1 mL) and methanol (10 mL) was stirred at 23° C. for overnight. Methanol was removed under reduced pressure. The crude was purified by flash chromatography to give the title compound (72 mg, yield 37%). LC-MS (ESI) m/z: 439 (M+1)+. 1H-NMR (400 MHz, CD3OD) δ (ppm): 1.18 (d, 3H), 1.19 (d, 3H), 2.26 (s, 6H), 2.79-2.83 (m, 1H), 3.51 (d, 2... RXN SMILES: [CH3:1][N:2]([CH2:4][C:5]1[CH:10]=[CH:9][C:8]([CH:11]2[CH:20]([C:21]3[CH:26]=[CH:25][C:24]([CH:27]([CH3:29])[CH3:28])=[CH:23][CH:22]=3)[C:19](=O)[C:18]3[C:17]([C:31]([O:33]CC)=O)=[CH:16][CH:15]=[CH:14][C:13]=3[NH:12]2)=[CH:7][CH:6]=1)[CH3:3].O.[NH2:37][NH2:38]>CO>[CH3:1][N:2]([CH2:4][C:5]1[CH:10]=[CH:9][C:8]([CH:11]2[NH:12][C:13]3[C:18]4[C:19](=[N:37][NH:38][C:31](=[O:33])[C:17]=4[CH:16]=[CH:15][CH:14]=3)[CH:20]2[C:21]2[CH:22]=[CH:23][C:24]([CH:27]([CH3:28])[CH3:29])=[CH:25][CH:26]=2)=[CH:7][CH:6]=1)[CH3:3] |f:1.2|. The yield is 37.0%. The reactants are CN(C)CC1=CC=C(C=C1)C1NC=2C=CC=C(C2C(C1C1=CC=C(C=C1)C(C)C)=O)C(=O)OCC (ethyl 2-(4-((dimethylamino)methyl)phenyl)-3-(4-isopropylphenyl)-4-oxo-1,2,3,4-tetrahydroquinoline-5-carboxylate), O.NN (hydrazine monohydrate). The product is CN(C)CC1=CC=C(C=C1)C1C(C2=NNC(C=3C=CC=C(C23)N1)=O)C1=CC=C(C=C1)C(C)C (8-(4-((Dimethylamino)methyl)phenyl)-9-(4-isopropylphenyl)-8,9-dihydro-2H-pyrido[4,3,2-de]phthalazin-3(7H)-one). Solvent: CO (methanol). Starting materials: C1(=CC=CC=C1)C=1C(=NC=2N(C1)N=CC2C#C[Si](C)(C)C)C2=CC=C(C=C2)CN2CCC(CC2)C2=NNC(=N2)C2=NC=CC=C2 (6-phenyl-5-(4-{[4-(5-pyridin-2-yl-1H-1,2,4-triazol-3-yl)piperidin-1-yl]methyl}phenyl)-3-[(trimethylsilyl)ethynyl]pyrazolo[1,5-a]pyrimidine), C(=O)([O-])[O-].[K+].[K+] (K2CO3), ClCCl (dichloromethane). The solvent is CO (methanol). Yields the product C(#C)C=1C=NN2C1N=C(C(=C2)C2=CC=CC=C2)C2=CC=C(C=C2)CN2CCC(CC2)C2=NNC(=N2)C2=NC=CC=C2 (3-Ethynyl-6-phenyl-5-(4-{[4-(5-pyridin-2-yl-1H-1,2,4-triazol-3-yl)piperidin-1-yl]methyl}phenyl)pyrazolo[1,5-a]pyrimidine). RXN SMILES: [C:1]1([C:7]2[C:8]([C:22]3[CH:27]=[CH:26][C:25]([CH2:28][N:29]4[CH2:34][CH2:33][CH:32]([C:35]5[N:39]=[C:38]([C:40]6[CH:45]=[CH:44][CH:43]=[CH:42][N:41]=6)[NH:37][N:36]=5)[CH2:31][CH2:30]4)=[CH:24][CH:23]=3)=[N:9][C:10]3[N:11]([N:13]=[CH:14][C:15]=3[C:16]#[C:17][Si](C)(C)C)[CH:12]=2)[CH:6]=[CH:5][CH:4]=[CH:3][CH:2]=1.C([O-])([O-])=O.[K+].[K+].ClCCl>CO>[C:16]([C:15]1[CH:14]=[N:13][N:11]2[CH:12]=[C:7]([C:1]3[CH:6]=[CH:5][CH:4]=[CH:3][CH:2]=3)[C:8]([C:22]3[CH:23]=[CH:24][C:25]([CH2:28][N:29]4[CH2:30][CH2:31][CH:32]([C:35]5[N:39]=[C:38]([C:40]6[CH:45]=[CH:44][CH:43]=[CH:42][N:41]=6)[NH:37][N:36]=5)[CH2:33][CH2:34]4)=[CH:26][CH:27]=3)=[N:9][C:10]=12)#[CH:17] |f:1.2.3|. Reported procedure: 250 mg 6-phenyl-5-(4-{[4-(5-pyridin-2-yl-1H-1,2,4-triazol-3-yl)piperidin-1-yl]methyl}phenyl)-3-[(trimethylsilyl)ethynyl]pyrazolo[1,5-a]pyrimidine and 114 mg K2CO3 are stirred in 5 ml methanol and 5 ml dichloromethane for 7 h. The solvent is removed by evaporation and the residue is purified by chromatography on silica gel (dichloromethane/methanol) to yield the desired compound Starting materials: CN(c1cccc2cc(C(=O)NCC(C)(C#N)SCc3ccccc3)[nH]c12)S(=O)(=O)c1cccs1, CC#N, O=S(=O)(OS(=O)(=O)C(F)(F)F)C(F)(F)F, [Na+], O=C([O-])O, O=P(c1ccccc1)(c1ccccc1)c1ccccc1. Yields the product CN(c1cccc2cc(C3=NCC(C)(C#N)S3)[nH]c12)S(=O)(=O)c1cccs1. As a reaction SMILES: [CH2:36]([c:38]1[cH:39][cH:40][cH:41][cH:42][cH:48]1)[S:43][C:44]([CH2:45][NH:46][C:47](=[O:37])[c:49]1[nH:50][c:51]2[c:52]([N:58]([S:59](=[O:60])(=[O:61])[c:62]3[s:63][cH:64][cH:65][cH:66]3)[CH3:67])[cH:53][cH:54][cH:55][c:56]2[cH:57]1)([CH3:68])[C:69]#[N:70].[CH3:76][C:77]#[N:78].[F:21][C:22]([S:23]([O:24][S:25]([C:26]([F:27])([F:28])[F:29])(=[O:30])=[O:31])(=[O:32])=[O:33])([F:34])[F:35].[Na+:71].[OH:72][C:73](=[O:74])[O-:75].[c:1]1([P:2](=[O:3])([c:4]2[cH:5][cH:6][cH:7][cH:8][cH:9]2)[c:10]2[cH:11][cH:12][cH:13][cH:14][cH:15]2)[cH:16][cH:17][cH:18][cH:19][cH:20]1>>[S:43]1[C:44]([CH3:68])([C:69]#[N:70])[CH2:45][N:46]=[C:47]1[c:49]1[nH:50][c:51]2[c:52]([N:58]([S:59](=[O:60])(=[O:61])[c:62]3[s:63][cH:64][cH:65][cH:66]3)[CH3:67])[cH:53][cH:54][cH:55][c:56]2[cH:57]1.